This data is from the Open Reaction Database (ORD), a public repository of structured organic reaction records. The task is: describe an organic reaction: reactants, conditions, products, and yield The reactants are CC(C)(C)OC(=O)NC1CCC(Nc2ncc3c(-c4cccc(Br)n4)nn(C(c4ccccc4)(c4ccccc4)c4ccccc4)c3n2)CC1, CC(C)(C)OC(=O)NCC(N)c1ccccc1, [K+], [K+], N#N, O=C([O-])[O-], O=C(C=Cc1ccccc1)C=Cc1ccccc1, C1COCCO1, O=C(C=Cc1ccccc1)C=Cc1ccccc1, O=C(C=Cc1ccccc1)C=Cc1ccccc1, [Pd], [Pd]. Reaction SMILES: [C:1]([CH3:2])([CH3:3])([CH3:4])[O:5][C:6]([NH:7][CH:8]1[CH2:9][CH2:10][CH:11]([NH:14][c:15]2[n:16][cH:17][c:18]3[c:19]([n:20]2)[n:21]([C:31]([c:32]2[cH:33][cH:34][cH:35][cH:36][cH:37]2)([c:38]2[cH:39][cH:40][cH:41][cH:42][cH:43]2)[c:44]2[cH:45][cH:46][cH:47][cH:48][cH:49]2)[n:22][c:23]3-[c:24]2[n:25][c:26]([Br:30])[cH:27][cH:28][cH:29]2)[CH2:12][CH2:13]1)=[O:50].[C:51]([CH3:52])([CH3:53])([CH3:54])[O:55][C:56]([NH:57][CH2:58][CH:59]([c:60]1[cH:61][cH:62][cH:63][cH:64][cH:65]1)[NH2:66])=[O:67].[K+:68].[K+:69].[N:74]#[N:75].[O-:70][C:71]([O-:72])=[O:73].[O:114]=[C:115]([CH:116]=[CH:117][c:118]1[cH:119][cH:120][cH:121][cH:122][cH:123]1)[CH:124]=[CH:125][c:126]1[cH:127][cH:128][cH:129][cH:130][cH:131]1.[O:132]1[CH2:133][CH2:134][O:135][CH2:136][CH2:137]1.[O:78]=[C:79]([CH:80]=[CH:81][c:82]1[cH:83][cH:84][cH:85][cH:86][cH:87]1)[CH:88]=[CH:89][c:90]1[cH:91][cH:92][cH:93][cH:94][cH:95]1.[O:96]=[C:97]([CH:98]=[CH:99][c:100]1[cH:101][cH:102][cH:103][cH:104][cH:105]1)[CH:106]=[CH:107][c:108]1[cH:109][cH:110][cH:111][cH:112][cH:113]1.[Pd:76].[Pd:77]>>[C:1]([CH3:2])([CH3:3])([CH3:4])[O:5][C:6]([NH:7][CH:8]1[CH2:9][CH2:10][CH:11]([NH:14][c:15]2[n:16][cH:17][c:18]3[c:19]([n:20]2)[n:21]([C:31]([c:32]2[cH:33][cH:34][cH:35][cH:36][cH:37]2)([c:38]2[cH:39][cH:40][cH:41][cH:42][cH:43]2)[c:44]2[cH:45][cH:46][cH:47][cH:48][cH:49]2)[n:22][c:23]3-[c:24]2[n:25][c:26]([NH:66][CH:59]([CH2:58][NH:57][C:56]([O:55][C:51]([CH3:52])([CH3:53])[CH3:54])=[O:67])[c:60]3[cH:61][cH:62][cH:63][cH:64][cH:65]3)[cH:27][cH:28][cH:29]2)[CH2:12][CH2:13]1)=[O:50]. Product: CC(C)(C)OC(=O)NCC(Nc1cccc(-c2nn(C(c3ccccc3)(c3ccccc3)c3ccccc3)c3nc(NC4CCC(NC(=O)OC(C)(C)C)CC4)ncc23)n1)c1ccccc1.